From a dataset of the Open Reaction Database (ORD), a public repository of structured organic reaction records. describe an organic reaction: reactants, conditions, products, and yield Reactants: [I-].C(CCC)[N+]1=C(SC=C1C)C (3-butyl-2,4-dimethylthiazol-3-ium iodide), FC=1C=CC(=C(C(=O)Cl)C1)C(F)(F)F (5-fluoro-2-(trifluoromethyl)benzoyl chloride). The reagents and catalysts are CN(C)C=1C=CN=CC1 (DMAP). Run in C(Cl)Cl (CH2Cl2), CS(=O)C.CO (DMSO MeOH), C(Cl)Cl (CH2Cl2), C(Cl)Cl (CH2Cl2). Run at time 8 hour. The product is C(CCC)N1/C(/SC=C1C)=C/C(=O)C1=C(C=CC(=C1)F)C(F)(F)F ((2Z)-2-(3-butyl-4-methyl-1,3-thiazol-2(3 H)-ylidene)-1-[5-fluoro-2-(trifluoromethyl)phenyl]ethanone). Reaction SMILES: [I-].[CH2:2]([N+:6]1[C:10]([CH3:11])=[CH:9][S:8][C:7]=1[CH3:12])[CH2:3][CH2:4][CH3:5].[F:13][C:14]1[CH:15]=[CH:16][C:17]([C:23]([F:26])([F:25])[F:24])=[C:18]([CH:22]=1)[C:19](Cl)=[O:20]>C(Cl)Cl.CN(C1C=CN=CC=1)C.CS(C)=O.CO>[CH2:2]([N:6]1[C:10]([CH3:11])=[CH:9][S:8]/[C:7]/1=[CH:12]\[C:19]([C:18]1[CH:22]=[C:14]([F:13])[CH:15]=[CH:16][C:17]=1[C:23]([F:26])([F:24])[F:25])=[O:20])[CH2:3][CH2:4][CH3:5] |f:0.1,5.6|. Procedure: In a 20 mL vial a solution of 3-butyl-2,4-dimethylthiazol-3-ium iodide (47.92 mg, 0.16 mmol) dissolved in CH2Cl2 (0.5 mL) was added, followed by the addition of DMAP (49.24 mg, 0.40 mmol) dissolved in CH2Cl2 (0.8 mL). Then, to the solution was added 5-fluoro-2-(trifluoromethyl)benzoyl chloride (36.2 mg, 0.16 mmol) dissolved in CH2Cl2 (0.5 mL). The vial was capped and shaken overnight at room temperature. The residue was dissolved in 1:1 DMSO/MeOH and purified by reverse phase HPLC using a method... Reactants: CO (MeOH), Cl (HCl), O1CCOCC1 (dioxane), FC=1C=C(C=CC1C(F)(F)F)[C@H](C(=O)N1CCN(CC1)C=1C2=C(N=CN1)[C@@H](C[C@H]2C)O)[C@H]2N(CCC2)C(=O)OC(C)(C)C ((S)-tert-Butyl 2-((S)-1-(3-fluoro-4-(trifluoromethyl)phenyl)-2-(4-((5R,7R)-7-hydroxy-5-methyl-6,7-dihydro-5H-cyclopenta[d]pyrimidin-4-yl)piperazin-1-yl)-2-oxoethyl)pyrrolidine-1-carboxylate). The solvent is ClCCl (dichloromethane). Run at time 8 hour. Yields the product FC=1C=C(C=CC1C(F)(F)F)[C@H](C(=O)N1CCN(CC1)C=1C2=C(N=CN1)[C@@H](C[C@H]2C)O)[C@H]2NCCC2 ((S)-2-(3-Fluoro-4-(trifluoromethyl)phenyl)-1-(4-((5R,7R)-7-hydroxy-5-methyl-6,7-dihydro-5H-cyclopenta[d]pyrimidin-4-yl)piperazin-1-yl)-2-((S)-pyrrolidin-2-yl)ethanone). Isolated yield 98.5%. Reaction SMILES: [F:1][C:2]1[CH:3]=[C:4]([C@@H:12]([C@@H:32]2[CH2:36][CH2:35][CH2:34][N:33]2C(OC(C)(C)C)=O)[C:13]([N:15]2[CH2:20][CH2:19][N:18]([C:21]3[C:22]4[C@H:29]([CH3:30])[CH2:28][C@@H:27]([OH:31])[C:23]=4[N:24]=[CH:25][N:26]=3)[CH2:17][CH2:16]2)=[O:14])[CH:5]=[CH:6][C:7]=1[C:8]([F:11])([F:10])[F:9].CO.Cl.O1CCOCC1>ClCCl>[F:1][C:2]1[CH:3]=[C:4]([C@@H:12]([C@@H:32]2[CH2:36][CH2:35][CH2:34][NH:33]2)[C:13]([N:15]2[CH2:16][CH2:17][N:18]([C:21]3[C:22]4[C@H:29]([CH3:30])[CH2:28][C@@H:27]([OH:31])[C:23]=4[N:24]=[CH:25][N:26]=3)[CH2:19][CH2:20]2)=[O:14])[CH:5]=[CH:6][C:7]=1[C:8]([F:10])([F:9])[F:11]. Procedure details: (S)-tert-Butyl 2-((S)-1-(3-fluoro-4-(trifluoromethyl)phenyl)-2-(4-((5R,7R)-7-hydroxy-5-methyl-6,7-dihydro-5H-cyclopenta[d]pyrimidin-4-yl)piperazin-1-yl)-2-oxoethyl)pyrrolidine-1-carboxylate (0.040 g, 0.066 mmol) was dissolved in dichloromethane (4 mL) and MeOH (1 mL) and treated with HCl in dioxane (2 mL, 8.0 mmol). The mixture was stirred at ambient temperature overnight. The reaction was concentrated in vacuo to produce the desired product (0.033 g, 99% yield). MS (APCI+) [M+H] 508.1; 2.13 min... Reactants: CCN(C(C)C)C(C)C, ClCCl, Cc1ccc(C(=O)Cl)cc1I, Cc1ccc(C(=O)O)cc1I, N#N, CN(C)C1CCN(Cc2ccc(N)cc2C(F)(F)F)C1, O=S(Cl)Cl. Yields the product Cc1ccc(C(=O)Nc2ccc(CN3CCC(N(C)C)C3)c(C(F)(F)F)c2)cc1I. Reaction SMILES: [CH:49]([N:50]([CH2:51][CH3:52])[CH:53]([CH3:54])[CH3:55])([CH3:56])[CH3:57].[Cl:58][CH2:59][Cl:60].[I:23][c:24]1[cH:25][c:26]([C:27](=[O:28])[Cl:29])[cH:30][cH:31][c:32]1[CH3:33].[I:34][c:35]1[cH:36][c:37]([C:42]([OH:43])=[O:44])[cH:38][cH:39][c:40]1[CH3:41].[N:21]#[N:22].[NH2:1][c:2]1[cH:3][c:4]([C:17]([F:18])([F:19])[F:20])[c:5]([CH2:6][N:7]2[CH2:8][CH:9]([N:12]([CH3:13])[CH3:14])[CH2:10][CH2:11]2)[cH:15][cH:16]1.[S:45]([Cl:46])([Cl:47])=[O:48]>>[NH:1]([c:2]1[cH:3][c:4]([C:17]([F:18])([F:19])[F:20])[c:5]([CH2:6][N:7]2[CH2:8][CH:9]([N:12]([CH3:13])[CH3:14])[CH2:10][CH2:11]2)[cH:15][cH:16]1)[C:27]([c:26]1[cH:25][c:24]([I:23])[c:32]([CH3:33])[cH:31][cH:30]1)=[O:28]. Yields the product O=C(NCc1ccc(Oc2ccccc2)cc1)Nc1cccc2cnccc12. The reactants are C1CCC2=NCCCN2CC1, O=C(Nc1cccc2cnccc12)C(Cl)(Cl)Cl, NCc1ccc(Oc2ccccc2)cc1. Reaction SMILES: [CH2:16]1[CH2:17][CH2:18][C:19]2=[N:24][CH2:23][CH2:22][CH2:21][N:20]2[CH2:25][CH2:26]1.[Cl:27][C:28]([C:29](=[O:30])[NH:31][c:32]1[c:33]2[cH:34][cH:35][n:36][cH:37][c:38]2[cH:39][cH:40][cH:41]1)([Cl:42])[Cl:43].[O:1]([c:2]1[cH:3][cH:4][cH:5][cH:6][cH:7]1)[c:8]1[cH:9][cH:10][c:11]([CH2:12][NH2:13])[cH:14][cH:15]1>>[O:1]([c:2]1[cH:3][cH:4][cH:5][cH:6][cH:7]1)[c:8]1[cH:9][cH:10][c:11]([CH2:12][NH:13][C:29](=[O:30])[NH:31][c:32]2[c:33]3[cH:34][cH:35][n:36][cH:37][c:38]3[cH:39][cH:40][cH:41]2)[cH:14][cH:15]1.